This data is from the Open Reaction Database (ORD), a public repository of structured organic reaction records. The task is: describe an organic reaction: reactants, conditions, products, and yield Reactants: C(C)(C)(C)OC(NC(C(N1CCN(CC1)C1=C2C(=NC=C1)C=CN2)=O)CC2=CC=C(C=C2)Cl)=O ({1-(4-chlorobenzyl)-2-oxo-2-[4-(1H-pyrrolo[3,2-b]pyridin-7-yl)-piperazin-1-yl]-ethyl}-carbamic acid tert-butyl ester), Cl (HCl). Run in C(Cl)Cl (DCM), O1CCOCC1 (Dioxane). Conditions: time 4 hour. Product: NC(C(=O)N1CCN(CC1)C1=C2C(=NC=C1)C=CN2)CC2=CC=C(C=C2)Cl (2-Amino-3-(4-chlorophenyl)-1-[4-(1H-pyrrolo[3,2-b]pyridin-7-yl)-piperazin-1-yl]-propan-1-one). Reaction SMILES: C(OC(=O)[NH:7][CH:8]([CH2:26][C:27]1[CH:32]=[CH:31][C:30]([Cl:33])=[CH:29][CH:28]=1)[C:9](=[O:25])[N:10]1[CH2:15][CH2:14][N:13]([C:16]2[CH:21]=[CH:20][N:19]=[C:18]3[CH:22]=[CH:23][NH:24][C:17]=23)[CH2:12][CH2:11]1)(C)(C)C.Cl>C(Cl)Cl.O1CCOCC1>[NH2:7][CH:8]([CH2:26][C:27]1[CH:28]=[CH:29][C:30]([Cl:33])=[CH:31][CH:32]=1)[C:9]([N:10]1[CH2:15][CH2:14][N:13]([C:16]2[CH:21]=[CH:20][N:19]=[C:18]3[CH:22]=[CH:23][NH:24][C:17]=23)[CH2:12][CH2:11]1)=[O:25]. Procedure details: To a solution of {1-(4-chlorobenzyl)-2-oxo-2-[4-(1H-pyrrolo[3,2-b]pyridin-7-yl)-piperazin-1-yl]-ethyl}-carbamic acid tert-butyl ester in DCM (4 mL) was added HCl in Dioxane (4M, 1 mL). The mixture was stirred at room temperature for 4 hours. The solvent removed to afford the product 2-Amino-3-(4-chlorophenyl)-1-[4-(1H-pyrrolo[3,2-b]pyridin-7-yl)-piperazin-1-yl]-propan-1-one quantitatively. MS (ESI+) [M+H]+ 384.